This data is from the Open Reaction Database (ORD), a public repository of structured organic reaction records. The task is: describe an organic reaction: reactants, conditions, products, and yield Starting materials: BrCC1=CC=C2C=3C=C(C=CC3C(C2=C1)=O)Br (7-Bromomethyl-3-bromo-9-fluorenone), C(C)(=O)[O-].[K+] (potassium acetate). Run in C(C)(=O)OCC (ethyl acetate), CN(C)C=O (DMF). Reaction conditions: temperature 100 celsius, time 1 hour. Yields the product BrC=1C=CC=2C(C3=CC(=CC=C3C2C1)COC(C)=O)=O (3-bromo-7-acetoxymethyl-9-fluorenone). Isolated yield 73.8%. Reaction SMILES: Br[CH2:2][C:3]1[CH:15]=[C:14]2[C:6]([C:7]3[CH:8]=[C:9]([Br:17])[CH:10]=[CH:11][C:12]=3[C:13]2=[O:16])=[CH:5][CH:4]=1.[C:18]([O-:21])(=[O:20])[CH3:19].[K+]>CN(C=O)C.C(OCC)(=O)C>[Br:17][C:9]1[CH:10]=[CH:11][C:12]2[C:13](=[O:16])[C:14]3[C:6]([C:7]=2[CH:8]=1)=[CH:5][CH:4]=[C:3]([CH2:2][O:20][C:18](=[O:21])[CH3:19])[CH:15]=3 |f:1.2|. Procedure details: 7-Bromomethyl-3-bromo-9-fluorenone (1.7 g) was suspended in DMF (25 ml). To this suspension was added potassium acetate (576 mg). The reaction mixture was stirred at 100° C. for one hour. It was then diluted with ethyl acetate, washed four times with water, twice with brine, dried and evaporated. The residue was chromaographed on silica gel using 2% ethyl acetate/methylene chloride which gave the desired product (1.18 g). Starting materials: N[C@H]1[C@H]([C@@H](O[C@@H]1C(=O)O)N1C2=NC=NC(=C2N=C1)NC(C1=CC=CC=C1)=O)O (3-amino-1-(6-benzoylamino-9H-purin-9-yl)-1,3-dideoxy-β-D-ribofuranuronic acid), N-hydroxysuccinimide ester, C(C1=CC=CC=C1)OC(=O)N[C@@H](C)C(=O)O (N-benzyloxycarbonyl-L-alanine). Product: C(C1=CC=CC=C1)(=O)NC1=C2N=CN(C2=NC=N1)[C@H]1[C@H](O)[C@@H]([C@H](O1)C(=O)O)NC([C@@H](NC(=O)OCC1=CC=CC=C1)C)=O (1-(6-Benzoylamino-9H-purin-9-yl)-3-(N-benzyloxycarbonyl-L-alanylamino)-1,3-dideoxy-β-D-ribofuranuronic acid). Isolated yield 67.4%. As a reaction SMILES: [NH2:1][C@@H:2]1[C@@H:6]([C:7]([OH:9])=[O:8])[O:5][C@@H:4]([N:10]2[CH:18]=[N:17][C:16]3[C:11]2=[N:12][CH:13]=[N:14][C:15]=3[NH:19][C:20](=[O:27])[C:21]2[CH:26]=[CH:25][CH:24]=[CH:23][CH:22]=2)[C@@H:3]1[OH:28].[CH2:29]([O:36][C:37]([NH:39][C@H:40]([C:42](O)=[O:43])[CH3:41])=[O:38])[C:30]1[CH:35]=[CH:34][CH:33]=[CH:32][CH:31]=1>>[C:20]([NH:19][C:15]1[N:14]=[CH:13][N:12]=[C:11]2[C:16]=1[N:17]=[CH:18][N:10]2[C@@H:4]1[O:5][C@H:6]([C:7]([OH:9])=[O:8])[C@@H:2]([NH:1][C:42](=[O:43])[C@H:40]([CH3:41])[NH:39][C:37]([O:36][CH2:29][C:30]2[CH:35]=[CH:34][CH:33]=[CH:32][CH:31]=2)=[O:38])[C@H:3]1[OH:28])(=[O:27])[C:21]1[CH:26]=[CH:25][CH:24]=[CH:23][CH:22]=1. Reported procedure: 1-(6-Benzoylamino-9H-purin-9-yl)-3-(N-benzyloxycarbonyl-L-alanylamino)-1,3-dideoxy-β-D-ribofuranuronic acid (310 mg) was prepared by reacting 1-(6-benzoylamino-9H-purin-9-yl)-1,3-dideoxy-3-amino-β-D-ribofuranuronic acid (300 mg) prepared in Example 1 with N-hydroxysuccinimide ester of N-benzyloxycarbonyl-L-alanine (300 mg) according to a similar manner to that of Example 5, mp. 154°-156° C.